From a dataset of the Open Reaction Database (ORD), a public repository of structured organic reaction records. describe an organic reaction: reactants, conditions, products, and yield The reactants are CC(C)(C)OC(=O)N1CCN(C2CCN(C(=O)c3cc(C(F)(F)F)cc(C(F)(F)F)c3)CC2c2ccccc2)CC1, ClC(Cl)Cl, NCCO. Product: O=C(c1cc(C(F)(F)F)cc(C(F)(F)F)c1)N1CCC(N2CCN(CCO)CC2)C(c2ccccc2)C1. As a reaction SMILES: [C:1]([O:2][C:3](=[O:4])[N:8]1[CH2:9][CH2:10][N:11]([CH:14]2[CH:15]([c:36]3[cH:37][cH:38][cH:39][cH:40][cH:41]3)[CH2:16][N:17]([C:20]([c:21]3[cH:22][c:23]([C:31]([F:32])([F:33])[F:34])[cH:24][c:25]([C:27]([F:28])([F:29])[F:30])[cH:26]3)=[O:35])[CH2:18][CH2:19]2)[CH2:12][CH2:13]1)([CH3:5])([CH3:6])[CH3:7].[CH:46]([Cl:47])([Cl:48])[Cl:49].[NH2:42][CH2:43][CH2:44][OH:45]>>[N:8]1([CH2:43][CH2:44][OH:45])[CH2:9][CH2:10][N:11]([CH:14]2[CH:15]([c:36]3[cH:37][cH:38][cH:39][cH:40][cH:41]3)[CH2:16][N:17]([C:20]([c:21]3[cH:22][c:23]([C:31]([F:32])([F:33])[F:34])[cH:24][c:25]([C:27]([F:28])([F:29])[F:30])[cH:26]3)=[O:35])[CH2:18][CH2:19]2)[CH2:12][CH2:13]1. The reactants are ClC=1C2=CC=CC=C2N=C2C=CC=C(C12)[N+](=O)[O-] (9-chloro-1-nitroacridine), Br.N(N)C=1SCCN1 (2-hydrazino-2-thiazoline hydrobromide), C(C)(=O)[O-].[Na+] (sodium acetate). Run in CO (methanol). Conditions: time 8 hour. Yields the product S1C(NCC1)=NN=C1C2=CC=CC=C2NC=2C=CC=C(C12)[N+](=O)[O-] (1-nitro-9-acridanone (2-thiazolidinylidene)hydrazone). Reaction SMILES: Cl[C:2]1[C:3]2[C:8]([N:9]=[C:10]3[C:15]=1[C:14]([N+:16]([O-:18])=[O:17])=[CH:13][CH:12]=[CH:11]3)=[CH:7][CH:6]=[CH:5][CH:4]=2.Br.[NH:20]([C:22]1[S:23][CH2:24][CH2:25][N:26]=1)[NH2:21].C([O-])(=O)C.[Na+]>CO>[S:23]1[CH2:24][CH2:25][NH:26][C:22]1=[N:20][N:21]=[C:2]1[C:15]2[C:14]([N+:16]([O-:18])=[O:17])=[CH:13][CH:12]=[CH:11][C:10]=2[NH:9][C:8]2[C:3]1=[CH:4][CH:5]=[CH:6][CH:7]=2 |f:1.2,3.4|. Procedure: 5.0 g of 9-chloro-1-nitroacridine, 3.8 g of 2-hydrazino-2-thiazoline hydrobromide and 3.17 g of anhydrous sodium acetate are dissolved in 250 ml of dry methanol, heated on a steam-bath for 1 hour and then left to stand overnight. The precipitated material is filtered and recrystallized from methanol. There is obtained 1-nitro-9-acridanone (2-thiazolidinylidene)hydrazone which beings to decompose from 152°. Reaction SMILES: [CH:1]([NH:4][CH2:5][C:6]([CH3:9])([CH3:8])O)([CH3:3])[CH3:2].O=S(Cl)Cl.[CH3:14][C:15]1[CH:20]=[C:19]([N+:21]([O-:23])=[O:22])[CH:18]=[CH:17][C:16]=1[N:24]=[C:25]=[S:26]>>[CH3:14][C:15]1[CH:20]=[C:19]([N+:21]([O-:23])=[O:22])[CH:18]=[CH:17][C:16]=1[N:24]=[C:25]1[N:4]([CH:1]([CH3:3])[CH3:2])[CH2:5][C:6]([CH3:9])([CH3:8])[S:26]1. The reactants are C(C)(C)NCC(O)(C)C (N-Isopropyl-N-(2,2-dimethyl-2-hydroxyethyl)amine), O=S(Cl)Cl (SOCl2), CC1=C(C=CC(=C1)[N+](=O)[O-])N=C=S (2-methyl-4-nitrophenyl isothiocyanate). Reported procedure: Isopropylamine was reacted with 1,2-epoxy-2-methylpropane according to Method B5b to give N-isopropyl-N-(2,2-dimethyl-2-hydroxyethyl)amine. N-Isopropyl-N-(2,2-dimethyl-2-hydroxyethyl)amine was reacted with SOCl2 followed by 2-methyl-4-nitrophenyl isothiocyanate according to Method C2f to afford 2-(2-methyl-4-nitrophenylimino)-3-isopropyl-5,5-dimethyl-1,3-thiazolidine. Product: CC1=C(C=CC(=C1)[N+](=O)[O-])N=C1SC(CN1C(C)C)(C)C (2-(2-methyl-4-nitrophenylimino)-3-isopropyl-5,5-dimethyl-1,3-thiazolidine).